This data is from the Open Reaction Database (ORD), a public repository of structured organic reaction records. The task is: describe an organic reaction: reactants, conditions, products, and yield The reactants are O=C(O)C(=O)O, CCCNN, CC(=O)O, CC(=O)C=O, O. The product is CCCNN=CC(C)=O. RXN SMILES: [C:5]([OH:6])(=[O:7])[C:8]([OH:9])=[O:10].[CH2:11]([CH2:12][CH3:13])[NH:14][NH2:15].[CH3:1][C:2](=[O:3])[OH:4].[CH:16]([C:17](=[O:18])[CH3:19])=[O:20].[OH2:21]>>[CH2:11]([CH2:12][CH3:13])[NH:14][N:15]=[CH:16][C:17](=[O:18])[CH3:19]. The reactants are C(=O)(O)C1=C(C=CC(=C1)[N+](=O)[O-])CC(=O)[O-] (2-carboxy-4-nitrophenylacetate), CO (methanol). Yields the product nitro, NC1=CC(=C(C=C1)CC(=O)OC)C(=O)O (methyl 4-amino-2-carboxyphenylacetate). Yield: 90.0%. As a reaction SMILES: [C:1]([C:4]1[CH:9]=[C:8]([N+:10]([O-])=O)[CH:7]=[CH:6][C:5]=1[CH2:13][C:14]([O-:16])=[O:15])([OH:3])=[O:2].[CH3:17]O>>[NH2:10][C:8]1[CH:7]=[CH:6][C:5]([CH2:13][C:14]([O:16][CH3:17])=[O:15])=[C:4]([C:1]([OH:3])=[O:2])[CH:9]=1. Procedure details: Methyl 2-carboxy-4-nitrophenyl acetate was prepared from 2-carboxy-4-nitrophenylacetate and methanol by the procedure described above. Hydrogenation of this nitro compound gives methyl 4-amino-2-carboxyphenylacetate (yield 90%). The guanidination of the amino compound with 3,5-dimethylpyrazole-1-carboxamidine nitrate (ADMP) was performed by a standard method described previously (Tsunematsu & Makismi, J. Biochem. 88, pp 1773-1783, (1980)). 2.2 g of amino compound (10 mmole), 1.9 g of triethylami... Reactants: Cl.C(C)N=C=NCCCN(C)C (1-Ethyl-3-[3-(dimethylamino)propyl]-carbodiimide hydrochloride), Cl.CC1=NOC(=C1C)NS(=O)(=O)C=1C(=CC=CC1)C1=C(C=C(C=C1)C=1OC=CN1)CNC (N-(3,4-dimethyl-5-isoxazolyl)-2'-[(methylamino)methyl]-4'-(2-oxazolyl)[1,1'-biphenyl]-2-sulfonamide, monohydrochloride), CN1CCOCC1 (N-methylmorpholine), FC(CC(=O)O)(F)F (3,3,3-trifluoropropionic acid), OC1=CC=CC=2NN=NC21 (hydroxybenzotriazole). Solvent: CN(C)C=O (DMF). Reaction conditions: time 18 hour. Product: CC1=NOC(=C1C)NS(=O)(=O)C1=C(C=CC=C1)C1=C(C=C(C=C1)C=1OC=CN1)CN(C(CC(F)(F)F)=O)C (N-[[2'-[[(3,4-Dimethyl-5-isoxazolyl)amino]sulfonyl]-4-(2-oxazolyl)[1,1'-biphenyl]-2-yl]methyl]-3,3,3-trifluoro-N-methylpropanamide). Isolated yield 42.5%. Reaction SMILES: Cl.C(N=C=NCCCN(C)C)C.Cl.[CH3:14][C:15]1[C:19]([CH3:20])=[C:18]([NH:21][S:22]([C:25]2[C:26]([C:31]3[CH:36]=[CH:35][C:34]([C:37]4[O:38][CH:39]=[CH:40][N:41]=4)=[CH:33][C:32]=3[CH2:42][NH:43][CH3:44])=[CH:27][CH:28]=[CH:29][CH:30]=2)(=[O:24])=[O:23])[O:17][N:16]=1.CN1CCOCC1.[F:52][C:53]([F:59])([F:58])[CH2:54][C:55](O)=[O:56].OC1C2N=NNC=2C=CC=1>CN(C=O)C>[CH3:14][C:15]1[C:19]([CH3:20])=[C:18]([NH:21][S:22]([C:25]2[CH:30]=[CH:29][CH:28]=[CH:27][C:26]=2[C:31]2[CH:36]=[CH:35][C:34]([C:37]3[O:38][CH:39]=[CH:40][N:41]=3)=[CH:33][C:32]=2[CH2:42][N:43]([CH3:44])[C:55](=[O:56])[CH2:54][C:53]([F:59])([F:58])[F:52])(=[O:24])=[O:23])[O:17][N:16]=1 |f:0.1,2.3|. Procedure details: 1-Ethyl-3-[3-(dimethylamino)propyl]-carbodiimide hydrochloride (EDC, 50 mg; 0.26 mmol) was added to a solution of N-(3,4-dimethyl-5-isoxazolyl)-2'-[(methylamino)methyl]-4'-(2-oxazolyl)[1,1'-biphenyl]-2-sulfonamide, monohydrochloride (100 mg; 0.21 mmol, prepared as in Step (A) of Example 28), N-methylmorpholine (0.80 ml; 0.73 mmol), 3,3,3-trifluoropropionic acid (33 mg; 0.26 mmol), and hydroxybenzotriazole (HOBT, 40 mg; 0.26 mmol) in DMF at 0° C. After 18 hours at room temperature, the reaction m... As a reaction SMILES: Cl[CH2:2][CH2:3][CH2:4][CH2:5][O:6][C:7]1[CH:8]=[CH:9][C:10]2[NH:15][C:14](=[O:16])[O:13][C:12]([CH3:18])([CH3:17])[C:11]=2[CH:19]=1.[SH:20][C:21]1[S:22][C:23]2[CH:29]=[CH:28][CH:27]=[CH:26][C:24]=2[N:25]=1>>[S:22]1[C:23]2[CH:29]=[CH:28][CH:27]=[CH:26][C:24]=2[N:25]=[C:21]1[S:20][CH2:2][CH2:3][CH2:4][CH2:5][O:6][C:7]1[CH:8]=[CH:9][C:10]2[NH:15][C:14](=[O:16])[O:13][C:12]([CH3:18])([CH3:17])[C:11]=2[CH:19]=1. Reported procedure: Prepared analogously to Example 1 from 6-(4-chlorobutoxy)-4,4-dimethyl-4H-3,1-benzoxazin-2-one and 2-mercapto-benzothiazole. Product: S1C(=NC2=C1C=CC=C2)SCCCCOC=2C=CC1=C(C(OC(N1)=O)(C)C)C2 (6-[4-(2-Benzothiazolylmercapto)-butoxy]-4,4-dimethyl-4H-3,1-benzoxazin-2-one). Starting materials: ClCCCCOC=1C=CC2=C(C(OC(N2)=O)(C)C)C1 (6-(4-chlorobutoxy)-4,4-dimethyl-4H-3,1-benzoxazin-2-one), SC=1SC2=C(N1)C=CC=C2 (2-mercapto-benzothiazole). Run in C(C)O (ethyl alcohol). The product is C(C)OC(=O)C(=CNNC1=C(C=C(C=C1Cl)C(F)(F)F)Cl)C(=O)OCC (N-[2,2-bis-(ethoxy-carbonyl)-vinyl]-N'-(2,6-dichloro-4-trifluoromethylphenyl) hydrazine). Starting materials: ClC1=C(C(=CC(=C1)C(F)(F)F)Cl)NN (2,6-dichloro-4-trifluoromethylphenyl hydrazine), CCOC=C(C(=O)OCC)C(=O)OCC (diethyl ethoxymethylene malonate). Reaction SMILES: [Cl:1][C:2]1[CH:7]=[C:6]([C:8]([F:11])([F:10])[F:9])[CH:5]=[C:4]([Cl:12])[C:3]=1[NH:13][NH2:14].CCO[CH:18]=[C:19]([C:25]([O:27][CH2:28][CH3:29])=[O:26])[C:20]([O:22][CH2:23][CH3:24])=[O:21]>C(O)C>[CH2:28]([O:27][C:25]([C:19]([C:20]([O:22][CH2:23][CH3:24])=[O:21])=[CH:18][NH:14][NH:13][C:3]1[C:2]([Cl:1])=[CH:7][C:6]([C:8]([F:9])([F:11])[F:10])=[CH:5][C:4]=1[Cl:12])=[O:26])[CH3:29]. Procedure: ##STR79## 24.5 g (0.1 mol) of 2,6-dichloro-4-trifluoromethylphenyl hydrazine and 21.6 g (0.1 mol) of diethyl ethoxymethylene malonate are stirred for 24 hours at room temperature in 150 ml of ethyl alcohol, the solvent removed by vacuum, and the crystalline residue stirred with petroleum ether. Suctioning off and air-drying results in a yield of 33 g (79.5% of the theoretical) of N-[2,2-bis-(ethoxy-carbonyl)-vinyl]-N'-(2,6-dichloro-4-trifluoromethylphenyl) hydrazine with a melting point of 86° C...